Dataset: the Open Reaction Database (ORD), a public repository of structured organic reaction records. Task: describe an organic reaction: reactants, conditions, products, and yield Starting materials: oxalate salt, CN1CCC2(CC1)COC=1C=C3C=CN=C3CC12 (2,3-Dihydro-1'-methylspiro[furo[2,3-f]indole-3,4'-piperidine]), CC1=C(C=CC(=C1)C=1OC(=NN1)C)C1=CC=C(C=C1)C(=O)O (2'-methyl-4'-(5-methyl-1,3,4-oxadiazol-2-yl)biphenyl-4-carboxylic acid), C(C)(=O)N1CCC2=CC(=C(C=C12)Br)O (1-acetyl-6-bromo-2,3-dihydro-1H-indol-5-ol). Yields the product CN1CCC2(CC1)COC1=CC=3C=CN(C3C=C12)C(=O)C1=CC=C(C=C1)C1=C(C=C(C=C1)C=1OC(=NN1)C)C (2,3-Dihydro-1'-methyl-5-(2'-methyl-4'-(5-methyl-1,3,4-oxadiazol-2-yl)biphenyl-4-carbonyl)spiro[furo[2,3-f]indole-3,4'-piperidine]). As a reaction SMILES: [CH3:1][N:2]1[CH2:7][CH2:6][C:5]2([C:18]3[CH2:17][C:16]4[C:12]([CH:13]=[CH:14][N:15]=4)=[CH:11][C:10]=3[O:9][CH2:8]2)[CH2:4][CH2:3]1.[CH3:19][C:20]1[CH:25]=[C:24]([C:26]2[O:27][C:28]([CH3:31])=[N:29][N:30]=2)[CH:23]=[CH:22][C:21]=1[C:32]1[CH:37]=[CH:36][C:35]([C:38](O)=[O:39])=[CH:34][CH:33]=1.C(N1C2C(=CC(O)=C(Br)C=2)CC1)(=O)C>>[CH3:1][N:2]1[CH2:7][CH2:6][C:5]2([C:18]3[C:10](=[CH:11][C:12]4[CH:13]=[CH:14][N:15]([C:38]([C:35]5[CH:34]=[CH:33][C:32]([C:21]6[CH:22]=[CH:23][C:24]([C:26]7[O:27][C:28]([CH3:31])=[N:29][N:30]=7)=[CH:25][C:20]=6[CH3:19])=[CH:37][CH:36]=5)=[O:39])[C:16]=4[CH:17]=3)[O:9][CH2:8]2)[CH2:4][CH2:3]1. Procedure details: The title compound was prepared from 2,3-dihydro-1'-methylspiro[furo[2,3-f]indole-3,4'-piperidine] (D7) and 2'-methyl-4'-(5-methyl-1,3,4-oxadiazol-2-yl)biphenyl-4-carboxylic acid (D11) using a similar procedure to Example 8 (22%). This was converted to its oxalate salt, which crystallised from acetone/methanol as a white solid mp 234-237° C.